From a dataset of the Open Reaction Database (ORD), a public repository of structured organic reaction records. describe an organic reaction: reactants, conditions, products, and yield The reactants are C(C)(C)(C)OC(N[C@@H](CN)C1=CC=CC=C1)=O (((R)-2-amino-1-phenyl-ethyl)-carbamic acid tert-butyl ester), [N+](=O)([O-])C1=C(C=CC=C1)I (2-nitroiodobenzene), C1(=CC=CC=C1)P(C1=CC=CC=2C(C3=CC=CC(=C3OC12)P(C1=CC=CC=C1)C1=CC=CC=C1)(C)C)C1=CC=CC=C1 (4,5-bis(diphenylphosphino)-9,9-dimethyxanthene), C(=O)([O-])[O-].[Cs+].[Cs+] (Cs2CO3). The reagents and catalysts are C=1C=CC(=CC1)/C=C/C(=O)/C=C/C2=CC=CC=C2.C=1C=CC(=CC1)/C=C/C(=O)/C=C/C2=CC=CC=C2.C=1C=CC(=CC1)/C=C/C(=O)/C=C/C2=CC=CC=C2.[Pd].[Pd] (Pd2 (dba)3). The solvent is C1(=CC=CC=C1)C (toluene). Run at temperature 110 celsius. The product is C(C)(C)(C)OC(N[C@@H](CNC1=C(C=CC=C1)[N+](=O)[O-])C1=CC=CC=C1)=O ([(R)-2-(2-nitro-phenylamino)-1-phenyl-ethyl]-carbamic acid tert-butyl ester). Yield: 64.6%. As a reaction SMILES: [C:1]([O:5][C:6](=[O:17])[NH:7][C@H:8]([C:11]1[CH:16]=[CH:15][CH:14]=[CH:13][CH:12]=1)[CH2:9][NH2:10])([CH3:4])([CH3:3])[CH3:2].[N+:18]([C:21]1[CH:26]=[CH:25][CH:24]=[CH:23][C:22]=1I)([O-:20])=[O:19].C1(P(C2C=CC=CC=2)C2C3OC4C(=CC=CC=4P(C4C=CC=CC=4)C4C=CC=CC=4)C(C)(C)C=3C=CC=2)C=CC=CC=1.C([O-])([O-])=O.[Cs+].[Cs+]>C1(C)C=CC=CC=1.C1C=CC(/C=C/C(/C=C/C2C=CC=CC=2)=O)=CC=1.C1C=CC(/C=C/C(/C=C/C2C=CC=CC=2)=O)=CC=1.C1C=CC(/C=C/C(/C=C/C2C=CC=CC=2)=O)=CC=1.[Pd].[Pd]>[C:1]([O:5][C:6](=[O:17])[NH:7][C@H:8]([C:11]1[CH:12]=[CH:13][CH:14]=[CH:15][CH:16]=1)[CH2:9][NH:10][C:22]1[CH:23]=[CH:24][CH:25]=[CH:26][C:21]=1[N+:18]([O-:20])=[O:19])([CH3:4])([CH3:2])[CH3:3] |f:3.4.5,7.8.9.10.11|. Procedure: To a degassed solution of ((R)-2-amino-1-phenyl-ethyl)-carbamic acid tert-butyl ester (400 mg, 1.69 mmol) in toluene (10 ml), was added 2-nitroiodobenzene (423 mg, 1.69 mmol), Pd2 (dba)3 (31 mg, 0.34 mmol), 4,5-bis(diphenylphosphino)-9,9-dimethyxanthene (39 mg, 0.68 mmol) and Cs2CO3 (551 mg, 1.69 mmol). The mixture was heated at 110° C. for 24 h. It was then concentrated and the residue was purified using column chromatography (4:1, Hexanes/EtOAc) to give [(R)-2-(2-nitro-phenylamino)-1-phenyl-et... Reactants: ClC1=NC=NC(=C1)Cl (4,6-dichloropyrimidine), C(C1=CC=CC=C1)(=O)OCI (iodomethyl benzoate), C(C1=CC=CC=C1)(=O)OCI (iodomethyl benzoate), BrCCBr (1,2-dibromoethane), C[Si](Cl)(C)C (trimethylchlorosilane). The reagents and catalysts are C=1C=CC(=CC1)[P](C=2C=CC=CC2)(C=3C=CC=CC3)[Pd]([P](C=4C=CC=CC4)(C=5C=CC=CC5)C=6C=CC=CC6)([P](C=7C=CC=CC7)(C=8C=CC=CC8)C=9C=CC=CC9)[P](C=1C=CC=CC1)(C=1C=CC=CC1)C=1C=CC=CC1 (tetrakis(triphenylphosphine)palladium(0)), [Zn] (Zinc). The solvent is C1CCOC1 (THF), C1CCOC1 (THF), C1CCOC1 (THF). Reaction conditions: temperature 60 celsius, time 30 minute. Yields the product C(C1=CC=CC=C1)(=O)OCC1=NC=NC(=C1)Cl ((6-chloro-4-pyrimidinyl)methyl benzoate). Yield: 22.0%. As a reaction SMILES: BrCCBr.C[Si](C)(C)Cl.[C:10]([O:18][CH2:19]I)(=[O:17])[C:11]1[CH:16]=[CH:15][CH:14]=[CH:13][CH:12]=1.[Cl:21][C:22]1[CH:27]=[C:26](Cl)[N:25]=[CH:24][N:23]=1>C1COCC1.[Zn].C1C=CC([P]([Pd]([P](C2C=CC=CC=2)(C2C=CC=CC=2)C2C=CC=CC=2)([P](C2C=CC=CC=2)(C2C=CC=CC=2)C2C=CC=CC=2)[P](C2C=CC=CC=2)(C2C=CC=CC=2)C2C=CC=CC=2)(C2C=CC=CC=2)C2C=CC=CC=2)=CC=1>[C:10]([O:18][CH2:19][C:26]1[CH:27]=[C:22]([Cl:21])[N:23]=[CH:24][N:25]=1)(=[O:17])[C:11]1[CH:16]=[CH:15][CH:14]=[CH:13][CH:12]=1 |^1:38,40,59,78|. Reported procedure: Zinc (4.81 g, 73.6 mmol) was suspended in THF (6 mL), treated with 1,2-dibromoethane (0.313 mL, 3.63 mmol) and the resulting mixture was heated at 60° C. under argon for 30 minutes. The reaction mixture was allowed to cool to room temperature, treated with trimethylchlorosilane (0.120 mL, 0.938 mmol) and the resulting mixture was stirred at room temperature for 30 minutes. A solution of iodomethyl benzoate (Intermediate 23, 3.15 g, 12.02 mmol) in THF (6 mL) was added and the resulting mixture wa... Reactants: COC1=CC=2C3=C(NC2C=C1)C1=C(O3)C=CC=C1 (3-methoxy-10H-benzo[4,5]furo[3,2-b]indole), Cl.ClCC1=CC=C(OCCN(CC)CC)C=C1 ([2-(4-chloromethyl-phenoxy)-ethyl]-diethyl-amine hydrochloride salt). Product: C(C)N(CCOC1=CC=C(C=C1)CN1C2=C(C=3C=C(C=CC13)OC)OC1=C2C=CC=C1)CC (diethyl-{2-[4-(3-methoxy-benzo[4,5]furo[3,2-b]indol-10-ylmethyl)-phenoxy]-ethyl}-amine). RXN SMILES: [CH3:1][O:2][C:3]1[CH:11]=[CH:10][C:9]2[NH:8][C:7]3[C:12]4[CH:18]=[CH:17][CH:16]=[CH:15][C:13]=4[O:14][C:6]=3[C:5]=2[CH:4]=1.Cl.Cl[CH2:21][C:22]1[CH:35]=[CH:34][C:25]([O:26][CH2:27][CH2:28][N:29]([CH2:32][CH3:33])[CH2:30][CH3:31])=[CH:24][CH:23]=1>>[CH2:32]([N:29]([CH2:30][CH3:31])[CH2:28][CH2:27][O:26][C:25]1[CH:24]=[CH:23][C:22]([CH2:21][N:8]2[C:9]3[CH:10]=[CH:11][C:3]([O:2][CH3:1])=[CH:4][C:5]=3[C:6]3[O:14][C:13]4[CH:15]=[CH:16][CH:17]=[CH:18][C:12]=4[C:7]2=3)=[CH:35][CH:34]=1)[CH3:33] |f:1.2|. Reported procedure: Following the procedure described in Example 102, using 3-methoxy-10H-benzo[4,5]furo[3,2-b]indole (405 mg, 1.517 mmol) and [2-(4-chloromethyl-phenoxy)-ethyl]-diethyl-amine hydrochloride salt as a starting material, the title compound was prepared as a brown solid. Conditions: time 1 hour. The solvent is O1CCCC1 (tetrahydrofuran). As a reaction SMILES: O[CH:2]1[CH2:5][N:4]([C:6]2[S:7][CH2:8][CH2:9][N:10]=2)[CH2:3]1.[C:11]([OH:14])(=[S:13])[CH3:12].C1(P(C2C=CC=CC=2)C2C=CC=CC=2)C=CC=CC=1.CCOC(/N=N/C(OCC)=O)=O>O1CCCC1>[C:11]([S:13][CH:2]1[CH2:5][N:4]([C:6]2[S:7][CH2:8][CH2:9][N:10]=2)[CH2:3]1)(=[O:14])[CH3:12]. Procedure details: There were added 119 mg of 3-hydroxy-1-(1,3-thiazolin-2-yl)azetidine (6) and two molar equivalents of thioacetic acid, while cooled with ice, to 10 ml of tetrahydrofuran solution containing two molar equivalents of triphenylphosphine and two molar equivalents of diethylazodicarboxylate, and the resultant solution was stirred for one hour at the same temperature, and for further one hour at a room temperature. The solvent of the reaction liquid was evaporated in a vacuum, and the obtained residue... Starting materials: resultant solution, OC1CN(C1)C=1SCCN1 (3-hydroxy-1-(1,3-thiazolin-2-yl)azetidine), C(C)(=S)O (thioacetic acid), C1(=CC=CC=C1)P(C1=CC=CC=C1)C1=CC=CC=C1 (triphenylphosphine), CCOC(=O)/N=N/C(=O)OCC (diethylazodicarboxylate). Yields the product C(C)(=O)SC1CN(C1)C=1SCCN1 (3-acetylthio-1-(1,3-thiazolin-2-yl)-azetidine). Isolated yield 65.0%. Reactants: FC(C(C1=NNC(=C1[N+](=O)[O-])C)(F)F)(C(F)(F)F)F (3-Heptafluoropropyl-5-methyl-4-nitro-1H-pyrazole), CN(C)C=O (DMF), C(=O)([O-])[O-].[K+].[K+] (K2CO3), ClCC(=O)N1CCN(CC1)C1=CC=C(C=C1)F (2-Chloro-1-[4-(4-fluoro-phenyl)-piperazin-1-yl]-ethanone). Run in CCCCCC.C(C)(=O)OCC (hexane ethyl acetate). Product: FC1=CC=C(C=C1)N1CCN(CC1)C(CN1N=C(C(=C1C)[N+](=O)[O-])C(C(C(F)(F)F)(F)F)(F)F)=O (1-[4-(4-Fluoro-phenyl)-piperazin-1-yl]-2-(3-heptafluoropropyl-5-methyl-4-nitro-pyrazol-1-yl)-ethanone). Reaction SMILES: [F:1][C:2]([F:19])([C:15]([F:18])([F:17])[F:16])[C:3]([F:14])([F:13])[C:4]1[C:8]([N+:9]([O-:11])=[O:10])=[C:7]([CH3:12])[NH:6][N:5]=1.C([O-])([O-])=O.[K+].[K+].Cl[CH2:27][C:28]([N:30]1[CH2:35][CH2:34][N:33]([C:36]2[CH:41]=[CH:40][C:39]([F:42])=[CH:38][CH:37]=2)[CH2:32][CH2:31]1)=[O:29].CN(C=O)C>CCCCCC.C(OCC)(=O)C>[F:42][C:39]1[CH:38]=[CH:37][C:36]([N:33]2[CH2:32][CH2:31][N:30]([C:28](=[O:29])[CH2:27][N:6]3[C:7]([CH3:12])=[C:8]([N+:9]([O-:11])=[O:10])[C:4]([C:3]([F:13])([F:14])[C:2]([F:1])([F:19])[C:15]([F:17])([F:18])[F:16])=[N:5]3)[CH2:35][CH2:34]2)=[CH:41][CH:40]=1 |f:1.2.3,6.7|. Procedure: Protocol T was followed using 3-Heptafluoropropyl-5-methyl-4-nitro-1H-pyrazole, K2CO3, 2-Chloro-1-[4-(4-fluoro-phenyl)-piperazin-1-yl]-ethanone and DMF. Column chromatography using a solvent mixture (hexane/ethyl acetate=3/7) afforded the title compound as oil. 1H NMR (400 MHz, CDCl3): 6.9-7.0 (m, 2H), 6.8-6.9 (m, 2H), 5.06-5.14 (d, 2H), 3.6-3.8 (m, 4H), 3.06-3.18 (m, 4H), 2.56-2.66 (d, 3H). 13C NMR (400 MHz, CDCl3): 160, 146.2, 144, 119.2, 118, 52.2, 50.8, 50.4, 46, 42.2, 12. The product is COCCCCn1c(C(=O)N(CC(C)C)C2CC(C(=O)N3CCOCC3)CN(C(=O)OC(C)(C)C)C2)nc2ccc(F)cc21. As a reaction SMILES: [C:47]([O-:48])(=[O:49])[O-:50].[CH3:21][CH:22]([CH2:23][NH:24][CH:25]1[CH2:26][N:27]([C:39](=[O:40])[O:41][C:42]([CH3:43])([CH3:44])[CH3:45])[CH2:28][CH:29]([C:31](=[O:32])[N:33]2[CH2:34][CH2:35][O:36][CH2:37][CH2:38]2)[CH2:30]1)[CH3:46].[CH3:53][C:54]#[N:55].[F:1][c:2]1[cH:3][cH:4][c:5]2[c:6]([n:7]([CH2:14][CH2:15][CH2:16][CH2:17][O:18][CH3:19])[c:8]([C:10]([Cl:11])([Cl:12])[Cl:13])[n:9]2)[cH:20]1.[K+:51].[K+:52].[OH2:56]>>[F:1][c:2]1[cH:3][cH:4][c:5]2[c:6]([n:7]([CH2:14][CH2:15][CH2:16][CH2:17][O:18][CH3:19])[c:8]([C:10]([N:24]([CH2:23][CH:22]([CH3:21])[CH3:46])[CH:25]3[CH2:26][N:27]([C:39](=[O:40])[O:41][C:42]([CH3:43])([CH3:44])[CH3:45])[CH2:28][CH:29]([C:31](=[O:32])[N:33]4[CH2:34][CH2:35][O:36][CH2:37][CH2:38]4)[CH2:30]3)=[O:48])[n:9]2)[cH:20]1. Starting materials: O=C([O-])[O-], CC(C)CNC1CC(C(=O)N2CCOCC2)CN(C(=O)OC(C)(C)C)C1, CC#N, COCCCCn1c(C(Cl)(Cl)Cl)nc2ccc(F)cc21, [K+], [K+], O. Starting materials: C(C(C)C)(=O)OC[C@H]1[C@H](CC[C@H](C1)N(C)C(C)C)N1C(C(CC1)NC1=NC=NC2=CC=C(C=C12)C(F)(F)F)=O (((1R,2S,5R)-5-(isopropyl(methyl)amino)-2-(2-oxo-3-(6-(trifluoromethyl)quinazolin-4-ylamino)pyrrolidin-1-yl)cyclohexyl)methyl isobutyrate), [OH-].[Na+] (NaOH), [NH4+].[Cl-] (NH4Cl). The solvent is CO (MeOH). Run at time 9 hour. Yields the product OC[C@H]1[C@H](CC[C@H](C1)N(C)C(C)C)N1C(C(CC1)NC1=NC=NC2=CC=C(C=C12)C(F)(F)F)=O (1-((1S,2R,4R)-2-(hydroxymethyl)-4-(isopropyl(methyl)amino)cyclohexyl)-3-(6-(trifluoromethyl)quinazolin-4-ylamino)pyrrolidin-2-one). Reaction SMILES: C([O:6][CH2:7][C@@H:8]1[CH2:13][C@H:12]([N:14]([CH:16]([CH3:18])[CH3:17])[CH3:15])[CH2:11][CH2:10][C@@H:9]1[N:19]1[CH2:23][CH2:22][CH:21]([NH:24][C:25]2[C:34]3[C:29](=[CH:30][CH:31]=[C:32]([C:35]([F:38])([F:37])[F:36])[CH:33]=3)[N:28]=[CH:27][N:26]=2)[C:20]1=[O:39])(=O)C(C)C.[OH-].[Na+].[NH4+].[Cl-]>CO>[OH:6][CH2:7][C@@H:8]1[CH2:13][C@H:12]([N:14]([CH:16]([CH3:18])[CH3:17])[CH3:15])[CH2:11][CH2:10][C@@H:9]1[N:19]1[CH2:23][CH2:22][CH:21]([NH:24][C:25]2[C:34]3[C:29](=[CH:30][CH:31]=[C:32]([C:35]([F:37])([F:38])[F:36])[CH:33]=3)[N:28]=[CH:27][N:26]=2)[C:20]1=[O:39] |f:1.2,3.4|. Reported procedure: To a solution of ((1R,2S,5R)-5-(isopropyl(methyl)amino)-2-(2-oxo-3-(6-(trifluoromethyl)quinazolin-4-ylamino)pyrrolidin-1-yl)cyclohexyl)methyl isobutyrate (Example 7a, 4 mg) in MeOH (1 mL) was added 1N-NaOH (0.1 mL), and the mixture was stirred for 9 h at rt. After neutralizing with sat. NH4Cl, it was extracted with EtOAc (2×). The combined extracts were washed with brine, dried (Na2SO4), filtered, and concentrated in vacuo. The residue was purified by flash chromatography on silica gel with elut...